This data is from the Open Reaction Database (ORD), a public repository of structured organic reaction records. The task is: describe an organic reaction: reactants, conditions, products, and yield Starting materials: ClCC(CC(=O)OCC)=O (ethyl 4-chloroacetoacetate), stainless steel, C([O-])([O-])=O.[Na+].[Na+] (sodium carbonate), Ru2Cl4, [H][H] (hydrogen), [H][H] (hydrogen). The solvent is C(C)O (ethanol). The product is ClC[C@H](CC(=O)OCC)O (ethyl 4-chloro-(S)-3-hydroxybutyrate). RXN SMILES: C(=O)([O-])[O-].[Na+].[Na+].[Cl:7][CH2:8][C:9](=[O:16])[CH2:10][C:11]([O:13][CH2:14][CH3:15])=[O:12].[H][H]>C(O)C>[Cl:7][CH2:8][C@@H:9]([OH:16])[CH2:10][C:11]([O:13][CH2:14][CH3:15])=[O:12] |f:0.1.2|. Reported procedure: In a stainless steel autoclave, 21 mg of sodium carbonate and 14.1 mg (0.008 mmol) of Ru2Cl4 ((-)-BIFLUP)2NEt3 were charged, and the air in the autoclave was replaced with nitrogen. Further, 6.6 ml of ethanol and 2.7 ml (20 mmol) of ethyl 4-chloroacetoacetate were added, and the nitrogen in the autoclave was replaced with hydrogen. At a hydrogen pressure of 10 kgf/cm2, the solution was stirred for 2 hours at 100° C. After termination of the reaction, the conversion ratio, selectivity and optical...